Task: describe an organic reaction: reactants, conditions, products, and yield. Dataset: the Open Reaction Database (ORD), a public repository of structured organic reaction records The reactants are Br, COCCn1c(=N)sc2ccccc21, O=C(O)c1ccc(I)cc1. Yields the product COCCn1c(=NC(=O)c2ccc(I)cc2)sc2ccccc21. As a reaction SMILES: [BrH:1].[CH3:2][O:3][CH2:4][CH2:5][n:6]1[c:7](=[NH:15])[s:8][c:9]2[c:10]1[cH:11][cH:12][cH:13][cH:14]2.[I:16][c:17]1[cH:18][cH:19][c:20]([C:21](=[O:22])[OH:23])[cH:24][cH:25]1>>[CH3:2][O:3][CH2:4][CH2:5][n:6]1[c:7](=[N:15][C:21]([c:20]2[cH:19][cH:18][c:17]([I:16])[cH:25][cH:24]2)=[O:22])[s:8][c:9]2[c:10]1[cH:11][cH:12][cH:13][cH:14]2. Starting materials: CCS, CN(C)C=O, [H-], [Na+], O, COc1ncccc1C1(O)CCN(CC23CC(c4ccccc42)c2ccccc23)CC1. Product: Oc1ncccc1C1(O)CCN(CC23CC(c4ccccc42)c2ccccc23)CC1. Reaction SMILES: [CH2:3]([SH:4])[CH3:5].[CH3:37][N:38]([CH3:39])[CH:40]=[O:41].[H-:1].[Na+:2].[OH2:42].[cH:6]1[cH:7][cH:8][cH:9][c:10]2[c:19]1[C:18]1([CH2:21][N:22]3[CH2:23][CH2:24][C:25]([OH:28])([c:29]4[c:30]([O:35][CH3:36])[n:31][cH:32][cH:33][cH:34]4)[CH2:26][CH2:27]3)[c:17]3[c:12]([cH:13][cH:14][cH:15][cH:16]3)[CH:11]2[CH2:20]1>>[cH:6]1[cH:7][cH:8][cH:9][c:10]2[c:19]1[C:18]1([CH2:21][N:22]3[CH2:23][CH2:24][C:25]([OH:28])([c:29]4[c:30]([OH:35])[n:31][cH:32][cH:33][cH:34]4)[CH2:26][CH2:27]3)[c:17]3[c:12]([cH:13][cH:14][cH:15][cH:16]3)[CH:11]2[CH2:20]1. The reactants are Cl.N[C@@H]1[C@@H](C[C@H](CC1)NC(=O)C1=C(NC2=C1N=CN=C2C2=C(C=CC(=C2)C(F)F)OCC2CC2)C)F (N-[(1S*,3R*,4S*)-4-amino-3-fluorocyclohexyl]-4-[2-(cyclopropylmethoxy)-5-(difluoromethyl)phenyl]-6-methyl-5H-pyrrolo[3,2-d]pyrimidine-7-carboxamide hydrochloride), C(CC)(=O)Cl (propionyl chloride). Product: C1(CC1)COC1=C(C=C(C=C1)C(F)F)C=1C2=C(N=CN1)C(=C(N2)C)C(=O)N[C@@H]2C[C@H]([C@H](CC2)NC(CC)=O)F (4-[2-(Cyclopropylmethoxy)-5-(difluoromethyl)phenyl]-N-[(1S*,3R*,4S*)-3-fluoro-4-(propanoylamino)cyclohexyl]-6-methyl-5H-pyrrolo[3,2-d]pyrimidine-7-carboxamide). Reaction SMILES: Cl.[NH2:2][C@H:3]1[CH2:8][CH2:7][C@H:6]([NH:9][C:10]([C:12]2[C:16]3[N:17]=[CH:18][N:19]=[C:20]([C:21]4[CH:26]=[C:25]([CH:27]([F:29])[F:28])[CH:24]=[CH:23][C:22]=4[O:30][CH2:31][CH:32]4[CH2:34][CH2:33]4)[C:15]=3[NH:14][C:13]=2[CH3:35])=[O:11])[CH2:5][C@H:4]1[F:36].[C:37](Cl)(=[O:40])[CH2:38][CH3:39]>>[CH:32]1([CH2:31][O:30][C:22]2[CH:23]=[CH:24][C:25]([CH:27]([F:29])[F:28])=[CH:26][C:21]=2[C:20]2[C:15]3[NH:14][C:13]([CH3:35])=[C:12]([C:10]([NH:9][C@H:6]4[CH2:7][CH2:8][C@H:3]([NH:2][C:37](=[O:40])[CH2:38][CH3:39])[C@H:4]([F:36])[CH2:5]4)=[O:11])[C:16]=3[N:17]=[CH:18][N:19]=2)[CH2:33][CH2:34]1 |f:0.1|. Reported procedure: Starting from N-[(1S*,3R*,4S*)-4-amino-3-fluorocyclohexyl]-4-[2-(cyclopropylmethoxy)-5-(difluoromethyl)phenyl]-6-methyl-5H-pyrrolo[3,2-d]pyrimidine-7-carboxamide hydrochloride (example D.f72) and commercially available propionyl chloride the title compound is obtained as colorless solid.